This data is from the Open Reaction Database (ORD), a public repository of structured organic reaction records. The task is: describe an organic reaction: reactants, conditions, products, and yield Reactants: ClC1=NC=CC(=N1)C1=CC=C(C=C1)N(S(=O)(=O)C)CC#N (N-(4-(2-chloropyrimidin-4-yl)phenyl)-N-(cyanomethyl)methanesulfonamide), NC=1C=CC(=C(C(=O)O)C1)N1CCOCC1 (5-amino-2-morpholinobenzoic acid), O.C1(=CC=C(C=C1)S(=O)(=O)O)C (p-toluene sulfonic acid monohydrate). The solvent is O1CCOCC1 (1,4-dioxane). Reaction conditions: temperature 100 celsius. Yields the product C(#N)CN(S(=O)(=O)C)C1=CC=C(C=C1)C1=NC(=NC=C1)NC=1C=CC(=C(C(=O)O)C1)N1CCOCC1 (5-(4-(4-(N-(cyanomethyl)methylsulfonamido)phenyl)pyrimidin-2-ylamino)-2-morpholinobenzoic acid). Yield: 37.5%. As a reaction SMILES: Cl[C:2]1[N:7]=[C:6]([C:8]2[CH:13]=[CH:12][C:11]([N:14]([CH2:19][C:20]#[N:21])[S:15]([CH3:18])(=[O:17])=[O:16])=[CH:10][CH:9]=2)[CH:5]=[CH:4][N:3]=1.[NH2:22][C:23]1[CH:24]=[CH:25][C:26]([N:32]2[CH2:37][CH2:36][O:35][CH2:34][CH2:33]2)=[C:27]([CH:31]=1)[C:28]([OH:30])=[O:29].O.C1(C)C=CC(S(O)(=O)=O)=CC=1>O1CCOCC1>[C:20]([CH2:19][N:14]([C:11]1[CH:12]=[CH:13][C:8]([C:6]2[CH:5]=[CH:4][N:3]=[C:2]([NH:22][C:23]3[CH:24]=[CH:25][C:26]([N:32]4[CH2:33][CH2:34][O:35][CH2:36][CH2:37]4)=[C:27]([CH:31]=3)[C:28]([OH:30])=[O:29])[N:7]=2)=[CH:9][CH:10]=1)[S:15]([CH3:18])(=[O:17])=[O:16])#[N:21] |f:2.3|. Reported procedure: A round bottomed flask was charged with 4-methanesulfonylaminophenylboronic acid (4.30 g, 20 mmol) and 2,4-dichloropyrimidine (5.97 g, 40 mmol, 2 eq.), toluene (75 mL), n-propanol (25 mL) and aqueous sodium carbonate solution (2M, 18 mL, 1.8 eq.). The reaction mixture was evacuated and backfilled with nitrogen three times before adding tetrakis(triphenylphosphine) palladium (0) catalyst (1.02 g, 4.4 mol %). The reaction mixture was again evacuated and backfilled with nitrogen three times before ...